Dataset: the Open Reaction Database (ORD), a public repository of structured organic reaction records. Task: describe an organic reaction: reactants, conditions, products, and yield Starting materials: CN1C(NC(C=2N(C=NC12)CC1=CC=C(C=C1)C(C1=CC=C(C=C1)Cl)=O)=O)=O (3-methyl-7-[4-(4-chlorobenzoyl)-benzyl]xanthine), C([O-])([O-])=O.[K+].[K+] (potassium carbonate), C(C)(C)I (isopropyl iodide). The solvent is CN(C)C=O (DMF), O (water). Product: ClC1=CC=C(C(=O)C2=CC=C(CN3C=NC=4N(C(N(C(C34)=O)C(C)C)=O)C)C=C2)C=C1 (7-[4-(4-Chlorobenzoyl)benzyl]-1-isopropyl-3-methylxanthine). Yield: 6.3%. Reaction SMILES: [CH3:1][N:2]1[C:10]2[N:9]=[CH:8][N:7]([CH2:11][C:12]3[CH:17]=[CH:16][C:15]([C:18](=[O:26])[C:19]4[CH:24]=[CH:23][C:22]([Cl:25])=[CH:21][CH:20]=4)=[CH:14][CH:13]=3)[C:6]=2[C:5](=[O:27])[NH:4][C:3]1=[O:28].C(=O)([O-])[O-].[K+].[K+].[CH:35](I)([CH3:37])[CH3:36]>CN(C=O)C.O>[Cl:25][C:22]1[CH:23]=[CH:24][C:19]([C:18]([C:15]2[CH:14]=[CH:13][C:12]([CH2:11][N:7]3[C:6]4[C:5](=[O:27])[N:4]([CH:35]([CH3:37])[CH3:36])[C:3](=[O:28])[N:2]([CH3:1])[C:10]=4[N:9]=[CH:8]3)=[CH:17][CH:16]=2)=[O:26])=[CH:20][CH:21]=1 |f:1.2.3|. Procedure details: A solution of 3-methyl-7-[4-(4-chlorobenzoyl)-benzyl]xanthine (544 mg), potassium carbonate (202 mg) and isopropyl iodide (356 mg) in DMF (10 ml) was stirred at 60° C. for 5 hours. This reaction mixture was poured in water and extracted with ethyl acetate. The extract was washed with water, dried and concentrated. The residue was purified by silica gel column chromatography (hexane: ethyl acetate =1:1) and recrystallized from acetone-hexane to provide the title compound as colorless solid (38 mg... Starting materials: FC(F)(F)C(F)(F)C(F)(F)C(F)(F)CCCCOc1ccc(Br)cc1, C=CCCO, CCCCCCCCOc1ccc(-c2ccc(-c3ccc(O)cc3)c(F)c2F)cc1, CCOC(=O)N=NC(=O)OCC, c1ccc(P(c2ccccc2)c2ccccc2)cc1. Yields the product C=CCCOc1ccc(-c2ccc(-c3ccc(OCCCCCCCC)cc3)c(F)c2F)cc1. RXN SMILES: [Br:67][c:68]1[cH:69][cH:70][c:71]([O:72][CH2:73][CH2:74][CH2:75][CH2:76][C:77]([F:78])([F:79])[C:80]([F:81])([F:82])[C:83]([F:84])([F:85])[C:86]([F:87])([F:88])[F:89])[cH:90][cH:91]1.[CH2:13]([CH2:14][CH:15]=[CH2:16])[OH:17].[F:18][c:19]1[c:20](-[c:41]2[cH:42][cH:43][c:44]([OH:47])[cH:45][cH:46]2)[cH:21][cH:22][c:23](-[c:26]2[cH:27][cH:28][c:29]([O:32][CH2:33][CH2:34][CH2:35][CH2:36][CH2:37][CH2:38][CH2:39][CH3:40])[cH:30][cH:31]2)[c:24]1[F:25].[O:1]=[C:2]([O:3][CH2:4][CH3:5])[N:6]=[N:7][C:8]([O:9][CH2:10][CH3:11])=[O:12].[c:48]1([P:49]([c:50]2[cH:51][cH:52][cH:53][cH:54][cH:55]2)[c:56]2[cH:57][cH:58][cH:59][cH:60][cH:61]2)[cH:62][cH:63][cH:64][cH:65][cH:66]1>>[CH2:13]([CH2:14][CH:15]=[CH2:16])[O:17][c:44]1[cH:43][cH:42][c:41](-[c:20]2[c:19]([F:18])[c:24]([F:25])[c:23](-[c:26]3[cH:27][cH:28][c:29]([O:32][CH2:33][CH2:34][CH2:35][CH2:36][CH2:37][CH2:38][CH2:39][CH3:40])[cH:30][cH:31]3)[cH:22][cH:21]2)[cH:46][cH:45]1.